From a dataset of the Open Reaction Database (ORD), a public repository of structured organic reaction records. describe an organic reaction: reactants, conditions, products, and yield Starting materials: OC=1C=C(C=C(C1O)[N+](=O)[O-])C(C(=O)OCCCCCC)=O (n-hexyl 3,4-dihydroxy-5-nitrophenylglyoxylate), C1(=C(C=CC=C1)N)N (1,2-phenylenediamine). Run in CO (methanol). Yields the product OC=1C=C(C=C(C1O)[N+](=O)[O-])C=1C(NC2=CC=CC=C2N1)=O (3-(3,4-dihydroxy-5-nitrophenyl)-2(1H)-quinoxalinone). RXN SMILES: [OH:1][C:2]1[CH:3]=[C:4]([C:12](=O)[C:13]([O:15]CCCCCC)=O)[CH:5]=[C:6]([N+:9]([O-:11])=[O:10])[C:7]=1[OH:8].[C:23]1([NH2:30])[CH:28]=[CH:27][CH:26]=[CH:25][C:24]=1[NH2:29]>CO>[OH:1][C:2]1[CH:3]=[C:4]([C:12]2[C:13](=[O:15])[NH:29][C:24]3[C:23]([N:30]=2)=[CH:28][CH:27]=[CH:26][CH:25]=3)[CH:5]=[C:6]([N+:9]([O-:11])=[O:10])[C:7]=1[OH:8]. Procedure: A mixture of 396.0 mg of n-hexyl 3,4-dihydroxy-5-nitrophenylglyoxylate and 137.6 mg of 1,2-phenylenediamine is heated to 120° for 60 minutes. Thereafter, the mixture is suspended in methanol, filtered under suction and recrystallized from N,N-dimethylformamide/water. There is obtained 3-(3,4-dihydroxy-5-nitrophenyl)-2(1H)-quinoxalinone of m.p. >300°. Reactants: N1CCCC1 (pyrrolidine), COC=1C=C2C=CC(C2=CC1OC)=O (5,6-Dimethoxy-1-indenone), O=P12OP3(=O)OP(=O)(O1)OP(=O)(O2)O3 (P2O5). Solvent: C1(=CC=CC=C1)C (toluene). The product is COC=1C=C2C(=CCC2=CC1OC)N1CCCC1 (1-(5,6-dimethoxy-1H-inden-3-yl)pyrrolidine). Isolated yield 45.6%. Reaction SMILES: [CH3:1][O:2][C:3]1[CH:4]=[C:5]2[C:9](=[CH:10][C:11]=1[O:12][CH3:13])[C:8](=O)[CH:7]=[CH:6]2.[NH:15]1[CH2:19][CH2:18][CH2:17][CH2:16]1.O=P12OP3(OP(OP(O3)(O1)=O)(=O)O2)=O>C1(C)C=CC=CC=1>[CH3:1][O:2][C:3]1[CH:4]=[C:5]2[C:9](=[CH:10][C:11]=1[O:12][CH3:13])[CH2:8][CH:7]=[C:6]2[N:15]1[CH2:19][CH2:18][CH2:17][CH2:16]1. Reported procedure: 5,6-Dimethoxy-1-indenone (5.1 g, 26.53 mmol) was dissolved in 120 mL of toluene. To this solution 17.7 mL (212 mmol) of pyrrolidine was added followed by 0.5 g of P2O5. The reaction mixture was refluxed for about 20 hours in a flask equipped with a Dean-Stark adapter. The flask was cooled to room temperature and the solvent was evaporated in vacuum leaving a brown-red solid. This solid was extracted with 50 mL of ether and filtered. The ether was evaporated leaving a brown solid. This solid was ... Reactants: ClC=1C=C2C(=C(C(NC2=CC1)=O)O)C(=O)OCC (ethyl 6-chloro-3-hydroxy-2-oxo-1,2-dihydroquinoline-4-carboxylate), IC (iodomethane), CN(C)C=O (DMF), OC=1C(N(C2=CC=CC=C2C1C(=O)OCC)C)=O (Ethyl 3-hydroxy-1-methyl-2-oxo-1,2-dihydroquinoline-4-carboxylate), C(=O)([O-])[O-].[Cs+].[Cs+] (Cs2CO3). Run in C(Cl)Cl (CH2Cl2). Run at time 72 hour. Product: ClC=1C=C2C(=C(C(N(C2=CC1)C)=O)OC)C(=O)OCC (ethyl 6-chloro-3-methoxy-1-methyl-2-oxo-1,2-dihydroquinoline-4-carboxylate). The yield is 101.0%. RXN SMILES: [Cl:1][C:2]1[CH:3]=[C:4]2C(=[CH:10][CH:11]=1)NC(=O)[C:6]([OH:13])=[C:5]2[C:14]([O:16][CH2:17][CH3:18])=[O:15].O[C:20]1C(=O)N(C)C2C(C=1C(OCC)=O)=CC=CC=2.C([O-])([O-])=O.[Cs+].[Cs+].IC.[CH3:45][N:46]([CH:48]=[O:49])[CH3:47]>C(Cl)Cl>[Cl:1][C:2]1[CH:3]=[C:4]2[C:45](=[CH:10][CH:11]=1)[N:46]([CH3:47])[C:48](=[O:49])[C:6]([O:13][CH3:20])=[C:5]2[C:14]([O:16][CH2:17][CH3:18])=[O:15] |f:2.3.4|. Procedure: A solution of ethyl 6-chloro-3-hydroxy-2-oxo-1,2-dihydroquinoline-4-carboxylate (470 mg, 1.76 mmol), prepared following procedure described for Intermediate 16, was stirred in DMF (2 mL) at rt. Cs2CO3 (1430 mg, 4.39 mmol) was added followed by iodomethane (0.220 mL, 3.51 mmol). The resulting mixture was stirred at rt for 72 h. CH2Cl2 was added. The mixture was washed with H2O, brine, dried over MgSO4, filtered and concentrated to give an off-white solid ethyl 6-chloro-3-methoxy-1-methyl-2-oxo-1,... The reactants are C(C)(C)(C)OC(NCCCCC1=CC=C(C=C1)OCCN(C[C@H]([C@H](CO)O)O)C[C@H]([C@H](CO)O)O)=O ([4-(4-{2-[Bis-((2R,3S)-2,3,4-trihydroxybutyl)amino]ethoxy}phenyl)butyl]carbamic acid tert-butyl ester), Cl (hydrochloric acid). The solvent is C(C)O (ethanol). Conditions: time 4 hour. The product is O[C@H](CN(CCOC1=CC=C(C=C1)CCCCN)C[C@H]([C@H](CO)O)O)[C@H](CO)O (4-(4-{2-[Bis-((2R,3S)-2,3,4-trihydroxybutyl)amino]ethoxy}phenyl)butylamine). The yield is 97.8%. Reaction SMILES: C(OC(=O)[NH:7][CH2:8][CH2:9][CH2:10][CH2:11][C:12]1[CH:17]=[CH:16][C:15]([O:18][CH2:19][CH2:20][N:21]([CH2:29][C@@H:30]([OH:35])[C@@H:31]([OH:34])[CH2:32][OH:33])[CH2:22][C@@H:23]([OH:28])[C@@H:24]([OH:27])[CH2:25][OH:26])=[CH:14][CH:13]=1)(C)(C)C.Cl>C(O)C>[OH:35][C@@H:30]([C@@H:31]([OH:34])[CH2:32][OH:33])[CH2:29][N:21]([CH2:22][C@@H:23]([OH:28])[C@@H:24]([OH:27])[CH2:25][OH:26])[CH2:20][CH2:19][O:18][C:15]1[CH:14]=[CH:13][C:12]([CH2:11][CH2:10][CH2:9][CH2:8][NH2:7])=[CH:17][CH:16]=1. Procedure details: To a solution containing the compound 18 (0.502 g, 0.972 mmol) in ethanol (10 mL) was slowly added concentrated hydrochloric acid (12N, 2 mL). The clear solution was stirred at room temperature for 4 hours. The reaction mixture was concentrated under vacuum. The residue was taken into ethanol (3 mL) and the resulting solution was concentrated again under vacuum. The procedure was repeated two more times to ensure no aqueous solvent remained. The residue was chromatographed over silica gel, eluti... The reactants are CCO, CCCc1cc2c(N=C=S)cccc2cn1, OCCC1Cc2ccccc2CN1. Product: CCCc1cc2c(NC(=S)N3Cc4ccccc4CC3CCO)cccc2cn1. Reaction SMILES: [CH3:30][CH2:31][OH:32].[N:1](=[C:2]=[S:3])[c:4]1[c:5]2[cH:6][c:7]([CH2:14][CH2:15][CH3:16])[n:8][cH:9][c:10]2[cH:11][cH:12][cH:13]1.[OH:17][CH2:18][CH2:19][CH:20]1[NH:21][CH2:22][c:23]2[cH:24][cH:25][cH:26][cH:27][c:28]2[CH2:29]1>>[NH:1]([C:2](=[S:3])[N:21]1[CH:20]([CH2:19][CH2:18][OH:17])[CH2:29][c:28]2[c:23]([cH:24][cH:25][cH:26][cH:27]2)[CH2:22]1)[c:4]1[c:5]2[cH:6][c:7]([CH2:14][CH2:15][CH3:16])[n:8][cH:9][c:10]2[cH:11][cH:12][cH:13]1. Reactants: CNC1=CC(=C(C=C1)C(F)(F)F)[N+](=O)[O-] (N-methyl-3-nitro-4-trifluoromethylbenzenamine). The reagents and catalysts are [Pd] (palladium on carbon). Product: NC=1C=C(C=CC1C(F)(F)F)NC (3-Amino-N-methyl-4-trifluoromethylbenzenamine). Reaction SMILES: [CH3:1][NH:2][C:3]1[CH:8]=[CH:7][C:6]([C:9]([F:12])([F:11])[F:10])=[C:5]([N+:13]([O-])=O)[CH:4]=1>[Pd]>[NH2:13][C:5]1[CH:4]=[C:3]([NH:2][CH3:1])[CH:8]=[CH:7][C:6]=1[C:9]([F:11])([F:12])[F:10]. Reported procedure: A mixture of N-methyl-3-nitro-4-trifluoromethylbenzenamine (20 g., 0.09 mole) and absolute alcohol (200 ml.) was reduced with 5% palladium on carbon 50% wet. The material absorbed 24 lbs. of hydrogen (100% theory) in 1 hr. The catalyst was removed by filtration and the filtrate stripped in vacuo. The dark oil crystallized to give 17 g. (99%). The material used as an intermediate in Part C. The solvent is alcohol. Conditions: time 1 hour. Reactants: CI, CCC(CC)n1c(=O)[nH]c2cnc(Cl)nc21, [H-], [Na+], CN(C)C=O. Yields the product CCC(CC)n1c(=O)n(C)c2cnc(Cl)nc21. As a reaction SMILES: [CH3:17][I:18].[Cl:1][c:2]1[n:3][cH:4][c:5]2[nH:6][c:7](=[O:16])[n:8]([CH:11]([CH2:12][CH3:13])[CH2:14][CH3:15])[c:9]2[n:10]1.[H-:20].[Na+:19].[O:21]=[CH:22][N:23]([CH3:24])[CH3:25]>>[Cl:1][c:2]1[n:3][cH:4][c:5]2[n:6]([CH3:17])[c:7](=[O:16])[n:8]([CH:11]([CH2:12][CH3:13])[CH2:14][CH3:15])[c:9]2[n:10]1. Starting materials: N1(CCCCCC1)CCN1CCC(CC1)NC(=O)C=1NC2=CC=CC(=C2C1)OCC(C)C (4-Isobutoxy-1H-indole-2-carboxylic acid [1-(2-azepan-1-yl-ethyl)-piperidin-4-yl]-amide), Cl.Cl.NC1=CC=C(C=C1)[C@@H](C)N(C1CCOCC1)C ([(R)-1-(4-Amino-phenyl)-ethyl]-methyl-(tetrahydro-pyran-4-yl)-amine dihydrochloride). Yields the product CN([C@H](C)C1=CC=C(C=C1)NC(=O)C=1NC2=CC=CC(=C2C1)OCC(C)C)C1CCOCC1 (4-Isobutoxy-1H-indole-2-carboxylic acid (4-{(R)-1-[methyl-(tetrahydro-pyran-4-yl)-amino]-ethyl}-phenyl)-amide). RXN SMILES: N1(CCN2[CH2:15][CH2:14][CH:13]([NH:16][C:17]([C:19]3[NH:20][C:21]4[C:26]([CH:27]=3)=[C:25]([O:28][CH2:29][CH:30]([CH3:32])[CH3:31])[CH:24]=[CH:23][CH:22]=4)=[O:18])[CH2:12][CH2:11]2)CCCCCC1.Cl.Cl.NC1C=C[C:39]([C@H:42]([N:44]([CH3:51])[CH:45]2[CH2:50][CH2:49][O:48][CH2:47][CH2:46]2)[CH3:43])=CC=1>>[CH3:51][N:44]([CH:45]1[CH2:46][CH2:47][O:48][CH2:49][CH2:50]1)[C@@H:42]([C:43]1[CH:11]=[CH:12][C:13]([NH:16][C:17]([C:19]2[NH:20][C:21]3[C:26]([CH:27]=2)=[C:25]([O:28][CH2:29][CH:30]([CH3:31])[CH3:32])[CH:24]=[CH:23][CH:22]=3)=[O:18])=[CH:14][CH:15]=1)[CH3:39] |f:1.2.3|. Procedure: This compound is synthesized analogously to Example 1 from 4-Isobutoxy-1H-indole-2-carboxylic acid 80 (preparation see Example 8) and amine 72. Reactants: CC1=C(C=C2CCC3(CCC3)OC2=C1C)O (7,8-dimethyl-3,4-dihydrospiro[chromene-2,1′-cyclobutan]-6-ol), borontrifluoride-diethyl, O (water), CC(C)=CCC\C(\C)=C\CO (geraniol). The solvent is O1CCOCC1 (dioxane). Conditions: time 8 hour. Yields the product CC(=CCC1=C2CCC3(CCC3)OC2=C(C(=C1O)C)C)CCC=C(C)C (5-(3,7-dimethylocta-2,6-dienyl)-7,8-dimethylspiro[chroman-2,1′-cyclobutan]-6-ol). Reaction SMILES: [CH3:1][C:2]1[C:14]([CH3:15])=[C:13]2[C:5]([CH2:6][CH2:7][C:8]3([O:12]2)[CH2:11][CH2:10][CH2:9]3)=[CH:4][C:3]=1[OH:16].[CH3:17][C:18](=[CH:20][CH2:21][CH2:22]/[C:23](=[CH:25]/[CH2:26]O)/[CH3:24])[CH3:19].O>O1CCOCC1>[CH3:24][C:23]([CH2:22][CH2:21][CH:20]=[C:18]([CH3:19])[CH3:17])=[CH:25][CH2:26][C:4]1[C:3]([OH:16])=[C:2]([CH3:1])[C:14]([CH3:15])=[C:13]2[C:5]=1[CH2:6][CH2:7][C:8]1([O:12]2)[CH2:9][CH2:10][CH2:11]1. Procedure: To a solution of 7,8-dimethyl-3,4-dihydrospiro[chromene-2,1′-cyclobutan]-6-ol (0.5 g) in 20 mL of dioxane under argon, was added borontrifluoride-diethyl etherate (0.72 mL) followed by geraniol (0.4 mL) and the reaction was stirred overnight. After addition of water, the solution was extracted with EtOAc, washed with brine, dried over Na2SO4, and evaporated. The residue was purified on a silica column eluting with 1:8 EtOAc/hexane to give 5-(3,7-dimethylocta-2,6-dienyl)-7,8-dimethylspiro[chroman...